describe an organic reaction: reactants, conditions, products, and yield From a dataset of the Open Reaction Database (ORD), a public repository of structured organic reaction records. The reactants are P(=O)([O-])([O-])[O-] (phosphate), CCOCC (ether), C(=O)(OCC1=CC=CC=C1)N1[C@H](C(=O)O)CCC1 (Carbobenzyloxy-L-proline). The solvent is C1CCOC1 (THF), C1CCOC1 (THF). Reaction conditions: temperature 0 celsius, time 2 hour. Yields the product C(=O)(OCC1=CC=CC=C1)N1[C@H](CO)CCC1 (carbobenzyloxy-L-prolinol). Isolated yield 113.6%. Reaction SMILES: [C:1]([N:11]1[CH2:18][CH2:17][CH2:16][C@H:12]1[C:13](O)=[O:14])([O:3][CH2:4][C:5]1[CH:10]=[CH:9][CH:8]=[CH:7][CH:6]=1)=[O:2].P([O-])([O-])([O-])=O.CCOCC>C1COCC1>[C:1]([N:11]1[CH2:18][CH2:17][CH2:16][C@H:12]1[CH2:13][OH:14])([O:3][CH2:4][C:5]1[CH:10]=[CH:9][CH:8]=[CH:7][CH:6]=1)=[O:2]. Reported procedure: To Carbobenzyloxy-L-proline (Aldrich, 9.80 g, 39.3 mmol) in THF (100 mL) at 0° C. was added BH3 -THF complex (Aldrich, 1M in THF, 100 mL, 100 mmol). The mixture was stirred at 0° C. for 2 hours, then at ambient temperature for 16 hr. The reaction mixture was poured into pH 7 phosphate buffer solution (500 mL) and ether (600 mL) and mixed well. The layers were separated and the aqueous portion was extracted with ether (500 mL). The combined organic layers were washed with brine (500 mL), dried (N... Starting materials: CCOC(=O)CCCBr, O=C([O-])[O-], CN(CC(CCN1CCC(C(=O)c2nc3ccccc3[nH]2)CC1)c1ccc(Cl)c(Cl)c1)C(=O)c1ccccc1, CC(C)=O, CCOC(C)=O, [K+], [K+], O. Product: CCOC(=O)CCCn1c(C(=O)C2CCN(CCC(CN(C)C(=O)c3ccccc3)c3ccc(Cl)c(Cl)c3)CC2)nc2ccccc21. As a reaction SMILES: [Br:40][CH2:41][CH2:42][CH2:43][C:44](=[O:45])[O:46][CH2:47][CH3:48].[C:49](=[O:50])([O-:51])[O-:52].[CH3:1][N:2]([C:3]([c:4]1[cH:5][cH:6][cH:7][cH:8][cH:9]1)=[O:10])[CH2:11][CH:12]([CH2:13][CH2:14][N:15]1[CH2:16][CH2:17][CH:18]([C:21](=[O:22])[c:23]2[n:24][c:25]3[c:26]([nH:27]2)[cH:28][cH:29][cH:30][cH:31]3)[CH2:19][CH2:20]1)[c:32]1[cH:33][c:34]([Cl:39])[c:35]([Cl:38])[cH:36][cH:37]1.[CH3:56][C:57]([CH3:58])=[O:59].[CH3:60][CH2:61][O:62][C:63](=[O:64])[CH3:65].[K+:53].[K+:54].[OH2:55]>>[CH3:1][N:2]([C:3]([c:4]1[cH:5][cH:6][cH:7][cH:8][cH:9]1)=[O:10])[CH2:11][CH:12]([CH2:13][CH2:14][N:15]1[CH2:16][CH2:17][CH:18]([C:21](=[O:22])[c:23]2[n:24]([CH2:41][CH2:42][CH2:43][C:44](=[O:45])[O:46][CH2:47][CH3:48])[c:25]3[c:26]([n:27]2)[cH:28][cH:29][cH:30][cH:31]3)[CH2:19][CH2:20]1)[c:32]1[cH:33][c:34]([Cl:39])[c:35]([Cl:38])[cH:36][cH:37]1. Starting materials: C=CCOC(=O)C(C)(C)Cc1c(SC(C)(C)C)c2cc(OCc3cc4ccccc4cn3)ccc2n1Cc1ccc(Cl)cc1, C1CCOC1, CO, Cl, [Li+], [OH-]. Yields the product CC(C)(C)Sc1c(CC(C)(C)C(=O)O)n(Cc2ccc(Cl)cc2)c2ccc(OCc3cc4ccccc4cn3)cc12. RXN SMILES: [CH2:1]([CH:2]=[CH2:3])[O:4][C:5]([C:6]([CH2:7][c:8]1[n:9]([CH2:34][c:35]2[cH:36][cH:37][c:38]([Cl:41])[cH:39][cH:40]2)[c:10]2[cH:11][cH:12][c:13]([O:22][CH2:23][c:24]3[n:25][cH:26][c:27]4[cH:28][cH:29][cH:30][cH:31][c:32]4[cH:33]3)[cH:14][c:15]2[c:16]1[S:17][C:18]([CH3:19])([CH3:20])[CH3:21])([CH3:42])[CH3:43])=[O:44].[CH2:50]1[O:51][CH2:52][CH2:53][CH2:54]1.[CH3:45][OH:46].[ClH:49].[Li+:48].[OH-:47]>>[O:4]=[C:5]([C:6]([CH2:7][c:8]1[n:9]([CH2:34][c:35]2[cH:36][cH:37][c:38]([Cl:41])[cH:39][cH:40]2)[c:10]2[cH:11][cH:12][c:13]([O:22][CH2:23][c:24]3[n:25][cH:26][c:27]4[cH:28][cH:29][cH:30][cH:31][c:32]4[cH:33]3)[cH:14][c:15]2[c:16]1[S:17][C:18]([CH3:19])([CH3:20])[CH3:21])([CH3:42])[CH3:43])[OH:44]. Reactants: COC(C)(OC)OC, ClCCl, OCC(O)c1nc(-c2ccccc2)c(-c2ccccc2)o1, Cc1ccc(S(=O)(=O)O)cc1. Product: c1ccc(-c2nc(C3CO3)oc2-c2ccccc2)cc1. Reaction SMILES: [CH3:22][O:23][C:24]([O:25][CH3:26])([O:27][CH3:28])[CH3:29].[Cl:41][CH2:42][Cl:43].[OH:1][CH:2]([CH2:3][OH:4])[c:5]1[o:6][c:7](-[c:16]2[cH:17][cH:18][cH:19][cH:20][cH:21]2)[c:8](-[c:10]2[cH:11][cH:12][cH:13][cH:14][cH:15]2)[n:9]1.[c:30]1([CH3:31])[cH:32][cH:33][c:34]([S:35]([OH:36])(=[O:37])=[O:38])[cH:39][cH:40]1>>[O:1]1[CH:2]([c:5]2[o:6][c:7](-[c:16]3[cH:17][cH:18][cH:19][cH:20][cH:21]3)[c:8](-[c:10]3[cH:11][cH:12][cH:13][cH:14][cH:15]3)[n:9]2)[CH2:3]1. Starting materials: SC=1C=C(C(=O)O)C=CC1N (3-Mercapto-4-aminobenzoic Acid), IC1=C(C(=O)O)C=CC=C1 (o-iodobenzoic acid). Reagents/catalysts: [Cu] (copper). Product: NC1=C(C=C(C(=O)O)C=C1)SC1=C(C=CC=C1)C(=O)O (4-Amino-3-(o-carboxyphenylthio)benzoic Acid). As a reaction SMILES: [SH:1][C:2]1[CH:3]=[C:4]([CH:8]=[CH:9][C:10]=1[NH2:11])[C:5]([OH:7])=[O:6].I[C:13]1[CH:21]=[CH:20][CH:19]=[CH:18][C:14]=1[C:15]([OH:17])=[O:16]>[Cu]>[NH2:11][C:10]1[CH:9]=[CH:8][C:4]([C:5]([OH:7])=[O:6])=[CH:3][C:2]=1[S:1][C:13]1[CH:21]=[CH:20][CH:19]=[CH:18][C:14]=1[C:15]([OH:17])=[O:16]. Procedure: Reflux a mixture of 200 ml of the 50% potassium hydroxide solution of Step A, 24.15 gm (97 mmoles) of o-iodobenzoic acid and 7.5 gm of copper metal powder for 11/2 hours. Cool the mixture and filter. Dilute the filtrate to twice its volume with water and acidify. Separate the solids by filtration, wash well with water and air dry. Starting materials: OC1CCC2(OCCO2)CC1 (8-hydroxy-1,4-dioxaspiro[4.5]decane), N1=CC=CC=C1 (pyridine), mixture, C1(=CC=C(C=C1)S(=O)(=O)Cl)C (p-toluenesulfonyl chloride). Solvent: O (water). Conditions: temperature 7 celsius, time 2 day. Product: S(=O)(=O)(C1=CC=C(C)C=C1)OC1CCC2(OCCO2)CC1 (8-Tosyloxy-1,4-dioxaspiro[4.5]decane). Reaction SMILES: [OH:1][CH:2]1[CH2:11][CH2:10][C:5]2([O:9][CH2:8][CH2:7][O:6]2)[CH2:4][CH2:3]1.N1C=CC=CC=1.[C:18]1([CH3:28])[CH:23]=[CH:22][C:21]([S:24](Cl)(=[O:26])=[O:25])=[CH:20][CH:19]=1>O>[S:24]([O:1][CH:2]1[CH2:11][CH2:10][C:5]2([O:6][CH2:7][CH2:8][O:9]2)[CH2:4][CH2:3]1)([C:21]1[CH:22]=[CH:23][C:18]([CH3:28])=[CH:19][CH:20]=1)(=[O:26])=[O:25]. Procedure details: A mixture of 8-hydroxy-1,4-dioxaspiro[4.5]decane (237 g, 1.5 mol) and 700 ml of pyridine was stirred at 0° C. while p-toluenesulfonyl chloride was added portion-wise. After the addition was completed the mixture was stirred for two days at 7° C. The mixture was poured into a 4-kg mixture of equal parts of ice and water with vigorous stirring. After about fifteen minutes a solid separated; this was filtered and washed with water. Dissolved the solid in CH2Cl2 and separated CH2Cl2 solution from re... Starting materials: C(C1=CC=CC=C1)OC=1C=C2C(CC(OC2=CC1)(C)C)=NO (6-benzyloxy-2,2-dimethylchroman-4-one oxime), N (ammonia). Reagents/catalysts: [Ni] (Ni). The solvent is C1CCOC1.CO (THF methanol). The product is NC1CC(OC2=CC=C(C=C12)OCC1=CC=CC=C1)(C)C (4-Amino-6-benzyloxy-2,2-dimethylchroman). RXN SMILES: [CH2:1]([O:8][C:9]1[CH:10]=[C:11]2[C:16](=[CH:17][CH:18]=1)[O:15][C:14]([CH3:20])([CH3:19])[CH2:13][C:12]2=[N:21]O)[C:2]1[CH:7]=[CH:6][CH:5]=[CH:4][CH:3]=1.N>C1COCC1.CO.[Ni]>[NH2:21][CH:12]1[C:11]2[C:16](=[CH:17][CH:18]=[C:9]([O:8][CH2:1][C:2]3[CH:7]=[CH:6][CH:5]=[CH:4][CH:3]=3)[CH:10]=2)[O:15][C:14]([CH3:20])([CH3:19])[CH2:13]1 |f:2.3|. Procedure: 30 g of 6-benzyloxy-2,2-dimethylchroman-4-one oxime were dissolved in 900 ml of THF/methanol (1:1), treated with 25 ml of aqueous ammonia and hydrogenated in a shaking duck with Raney Ni. The catalyst was then filtered off with suction, the filtrate was concentrated in vac., the residue was dissolved in EA, the solution was dried and concentrated, and the residue was crystallized using petroleum ether, 22.9 g , m.p. 86-88° C.